This data is from the Open Reaction Database (ORD), a public repository of structured organic reaction records. The task is: describe an organic reaction: reactants, conditions, products, and yield The reactants are Cl.NCC=1C=C(C=CC1)NCCN1CCOCC1 ((3-aminomethyl-phenyl)-(2-morpholin-4-yl-ethyl)-amine hydrochloride), BrC=1C=C2C(=NNC(C2=CC1)=O)Cl (6-bromo-4-chloro-2H-phthalazin-1-one), C=1C=CC(=CC1)P(C=2C=CC=CC2)C3=CC=C4C=CC=CC4=C3C5=C6C=CC=CC6=CC=C5P(C=7C=CC=CC7)C=8C=CC=CC8 (rac-BINAP), CC(C)(C)[O-].[Na+] (NaOtBu). The reagents and catalysts are C=1C=CC(=CC1)/C=C/C(=O)/C=C/C2=CC=CC=C2.C=1C=CC(=CC1)/C=C/C(=O)/C=C/C2=CC=CC=C2.C=1C=CC(=CC1)/C=C/C(=O)/C=C/C2=CC=CC=C2.[Pd].[Pd] (Pd2(dba)3). The solvent is CC(=O)N(C)C (DMA). Run at temperature 85 celsius. Product: ClC1=NNC(C2=CC=C(C=C12)NCC1=CC(=CC=C1)NCCN1CCOCC1)=O (4-chloro-6-[3-(2-morpholin-4-yl-ethylamino)-benzylamino]-2H-phthalazin-1-one). Yield: 21.1%. RXN SMILES: Cl.[NH2:2][CH2:3][C:4]1[CH:5]=[C:6]([NH:10][CH2:11][CH2:12][N:13]2[CH2:18][CH2:17][O:16][CH2:15][CH2:14]2)[CH:7]=[CH:8][CH:9]=1.Br[C:20]1[CH:21]=[C:22]2[C:27](=[CH:28][CH:29]=1)[C:26](=[O:30])[NH:25][N:24]=[C:23]2[Cl:31].C1C=CC(P(C2C(C3C(P(C4C=CC=CC=4)C4C=CC=CC=4)=CC=C4C=3C=CC=C4)=C3C(C=CC=C3)=CC=2)C2C=CC=CC=2)=CC=1.CC([O-])(C)C.[Na+]>C1C=CC(/C=C/C(/C=C/C2C=CC=CC=2)=O)=CC=1.C1C=CC(/C=C/C(/C=C/C2C=CC=CC=2)=O)=CC=1.C1C=CC(/C=C/C(/C=C/C2C=CC=CC=2)=O)=CC=1.[Pd].[Pd].CC(N(C)C)=O>[Cl:31][C:23]1[C:22]2[C:27](=[CH:28][CH:29]=[C:20]([NH:2][CH2:3][C:4]3[CH:9]=[CH:8][CH:7]=[C:6]([NH:10][CH2:11][CH2:12][N:13]4[CH2:18][CH2:17][O:16][CH2:15][CH2:14]4)[CH:5]=3)[CH:21]=2)[C:26](=[O:30])[NH:25][N:24]=1 |f:0.1,4.5,6.7.8.9.10|. Procedure details: A mixture of (3-aminomethyl-phenyl)-(2-morpholin-4-yl-ethyl)-amine hydrochloride (212 mg, 0.781 mmol), 6-bromo-4-chloro-2H-phthalazin-1-one (184 mg, 0.710), Pd2(dba)3 (65 mg, 0.071 mmol), rac-BINAP (142 mg, 0.228 mmol), NaOtBu (266 mg, 2.768 mmol) and DMA (5 mL) was heated to 85° C. until the reaction was completed by HPLC. The reaction was filtered through celite and purified by preparatory HPLC to yield 4-chloro-6-[3-(2-morpholin-4-yl-ethylamino)-benzylamino]-2H-phthalazin-1-one hydroformate (... The reactants are S1C2=C(C=C1C(=O)O)CCC2 (5,6-dihydro-4H-cyclopenta[b]thiophene-2-carboxylic acid), S(=O)(Cl)Cl (thionyl chloride). Product: S1C2=C(C=C1C(=O)Cl)CCC2 (5,6-dihydro-4H-cyclopenta[b]thiophene-2-carbonyl chloride). RXN SMILES: [S:1]1[C:5]([C:6](O)=[O:7])=[CH:4][C:3]2[CH2:9][CH2:10][CH2:11][C:2]1=2.S(Cl)([Cl:14])=O>>[S:1]1[C:5]([C:6]([Cl:14])=[O:7])=[CH:4][C:3]2[CH2:9][CH2:10][CH2:11][C:2]1=2. Procedure: 1.0 g of 5,6-dihydro-4H-cyclopenta[b]thiophene-2-carboxylic acid was reacted with 4 ml of thionyl chloride for 3.5 hours under reflux. Then, excess thionyl chloride was distilled off under reduced pressure to obtain 5,6-dihydro-4H-cyclopenta[b]thiophene-2-carbonyl chloride. The reactants are CCCN, CO, O=C(Cl)c1ccc2c(c1)C(=O)NC(C(Cl)(Cl)Cl)O2, O. The product is CCCNC(=O)c1ccc2c(c1)C(=O)NC(C(Cl)(Cl)Cl)O2. As a reaction SMILES: [CH2:19]([CH2:20][CH3:21])[NH2:22].[CH3:24][OH:25].[O:1]=[C:2]1[NH:3][CH:4]([C:15]([Cl:16])([Cl:17])[Cl:18])[O:5][c:6]2[c:7]1[cH:8][c:9]([C:12](=[O:13])[Cl:14])[cH:10][cH:11]2.[OH2:23]>>[O:1]=[C:2]1[NH:3][CH:4]([C:15]([Cl:16])([Cl:17])[Cl:18])[O:5][c:6]2[c:7]1[cH:8][c:9]([C:12](=[O:13])[NH:22][CH2:19][CH2:20][CH3:21])[cH:10][cH:11]2. Starting materials: [Si](C1=CC=CC=C1)(C1=CC=CC=C1)(C(C)(C)C)OCCOC1=NC=C(C=C1)[N+](=O)[O-] (2-[2-(t-butyldiphenylsilyl)oxyethoxy]-5-nitropyridine), [H][H] (hydrogen). Reagents/catalysts: [Pd] (palladium on charcoal). The solvent is CO (methanol). Yields the product NC=1C=CC(=NC1)OCCO[Si](C1=CC=CC=C1)(C1=CC=CC=C1)C(C)(C)C (5-amino-2-[2-(t-butyldiphenylsilyl)oxyethoxy]pyridine). Isolated yield 100.9%. RXN SMILES: [Si:1]([O:18][CH2:19][CH2:20][O:21][C:22]1[CH:27]=[CH:26][C:25]([N+:28]([O-])=O)=[CH:24][N:23]=1)([C:14]([CH3:17])([CH3:16])[CH3:15])([C:8]1[CH:13]=[CH:12][CH:11]=[CH:10][CH:9]=1)[C:2]1[CH:7]=[CH:6][CH:5]=[CH:4][CH:3]=1.[H][H]>CO.[Pd]>[NH2:28][C:25]1[CH:26]=[CH:27][C:22]([O:21][CH2:20][CH2:19][O:18][Si:1]([C:14]([CH3:17])([CH3:16])[CH3:15])([C:2]2[CH:7]=[CH:6][CH:5]=[CH:4][CH:3]=2)[C:8]2[CH:13]=[CH:12][CH:11]=[CH:10][CH:9]=2)=[N:23][CH:24]=1. Procedure: Compound B (106 g) was dissolved in methanol (1.35 l) and hydrogenated at atmospheric pressure over 10% palladium on charcoal catalyst (10.6 g). When hydrogen uptake was complete, the catalyst was removed by filtration through diatomaceous earth. Volatile material was then removed from the filtrate by evaporation to give 5-amino-2-[2-(t-butyldiphenylsilyl)oxyethoxy]pyridine (C) (99.4 g), as an oil which was used without further purification; NMR (d6 -DMSO): 0.95(s,9H), 3.9(t,2H), 4.25(t,2H), 4.7... Reactants: C1(=CC=CC=C1)P(C1=CC=CC=C1)C1=CC=CC=C1 (triphenylphosphine), COC(CBr)OC (1,1-dimethoxy-2-bromoethane), CC(CC(C(=O)O)=O)C (4-methyl-2-oxopentanoic acid), COC(C=P(C1=CC=CC=C1)(C1=CC=CC=C1)C1=CC=CC=C1)OC (1,1-dimethoxy-2-(triphenylphosphoranylidene) ethane). Product: COC(CC(C(=O)O)CC(C)C)OC (4,4-dimethoxy-2-isobutylbutanoic acid). Procedure details: Alternatively, for those compounds wherein n=1 and R1 is H, the compounds can be prepared by condensing the ylide 1,1-dimethoxy-2-(triphenylphosphoranylidene) ethane prepared from triphenylphosphine and 1,1-dimethoxy-2-bromoethane with 4-methyl-2-oxopentanoic acid. The product is then hydrogenated to obtain 4,4-dimethoxy-2-isobutylbutanoic acid which is coupled to the moiety R3NHCHR4COX to obtain 4,4-dimethoxy-2-isobutylbutanoyl--NR3CHR4COX. Treatment with aqueous acid yields the aldehyde 2-isob... RXN SMILES: COC(OC)C=P(C1C=CC=CC=1)(C1C=CC=CC=1)C1C=CC=CC=1.C1(P(C2C=CC=CC=2)C2C=CC=CC=2)C=CC=CC=1.[CH3:45][O:46][CH:47]([O:50][CH3:51])[CH2:48]Br.[CH3:52][CH:53]([CH3:60])[CH2:54][C:55](=O)[C:56]([OH:58])=[O:57]>>[CH3:45][O:46][CH:47]([O:50][CH3:51])[CH2:48][CH:55]([CH2:54][CH:53]([CH3:60])[CH3:52])[C:56]([OH:58])=[O:57]. The reactants are ClC1=NC=2C=CC=C3CCCN1C23 (2-chloro-5,6-dihydro-4H-imidazo[4,5,1-ij]quinoline), N1C=NC(=C1)C1CCNCC1 (4-(1H-imidazol-4-yl)piperidine). Solvent: C(CC(C)C)O (isoamyl alcohol). Product: N1C=NC(=C1)C1CCN(CC1)C1=NC=2C=CC=C3CCCN1C23 (2-[4-(1H-Imidazol-4-yl)piperid-1-yl]-5,6-dihydro-4H-imidazo-[4,5,1-ij]quinoline). Isolated yield 62.6%. RXN SMILES: Cl[C:2]1[N:12]2[C:13]3[C:8]([CH2:9][CH2:10][CH2:11]2)=[CH:7][CH:6]=[CH:5][C:4]=3[N:3]=1.[NH:14]1[CH:18]=[C:17]([CH:19]2[CH2:24][CH2:23][NH:22][CH2:21][CH2:20]2)[N:16]=[CH:15]1>C(O)CC(C)C>[NH:14]1[CH:18]=[C:17]([CH:19]2[CH2:24][CH2:23][N:22]([C:2]3[N:12]4[C:13]5[C:8]([CH2:9][CH2:10][CH2:11]4)=[CH:7][CH:6]=[CH:5][C:4]=5[N:3]=3)[CH2:21][CH2:20]2)[N:16]=[CH:15]1. Reported procedure: 1 g (0.0052 mol) of 2-chloro-5,6-dihydro-4H-imidazo[4,5,1-ij]quinoline, 1.57 g (0.0104 mol) of 4-(1H-imidazol-4-yl)piperidine and 5 ml of isoamyl alcohol are heated at 120° C. for 1 day. The alcohol is then evaporated to dryness, the residue is taken up in a water/ether (50/50) mixture and the product sucked dry. The product is purified by chromatography on a column of silica gel, the eluent being a dichloromethane/methanol/aqueous ammonia (95/5/0.5) mixture, is then triturated in ether and drie... Starting materials: O (water), [Br-].C(C)OC1=C(C(=C(C=C1)CCC[P+](C1=CC=CC=C1)(C1=CC=CC=C1)C1=CC=CC=C1)F)F (3-(4-ethoxy-2,3-difluorophenyl)propyl triphenylphosphonium bromide), CC(C)([O-])C.[K+] (Potassium t-butoxide), C(CCC)OC1=C(C(=C(C=C1)[C@@H]1CC[C@H](CC1)C=O)F)F (trans-4-(4-butoxy-2,3-difluorophenyl)-cyclohexanecarboxaldehyde). The solvent is C1CCOC1 (THF), C1CCOC1 (THF). Conditions: temperature -10 celsius, time 60 minute. Product: C(C)OC1=C(C(=C(C=C1)CC\C=C\[C@@H]1CC[C@H](CC1)C1=C(C(=C(C=C1)OCC)F)F)F)F ((E)-1-ethoxy-2,3-difluoro-4-(4-(trans-4-(4-ethoxy-2,3-difluorophenyl)cyclohexyl)but-3-en-1-yl)benzene). Reaction SMILES: [Br-].[CH2:2]([O:4][C:5]1[CH:10]=[CH:9][C:8]([CH2:11][CH2:12][CH2:13][P+](C2C=CC=CC=2)(C2C=CC=CC=2)C2C=CC=CC=2)=[C:7]([F:33])[C:6]=1[F:34])[CH3:3].CC(C)([O-])C.[K+].[CH2:41]([O:45][C:46]1[CH:51]=[CH:50][C:49]([C@H:52]2[CH2:57][CH2:56][C@H:55]([CH:58]=O)[CH2:54][CH2:53]2)=[C:48]([F:60])[C:47]=1[F:61])[CH2:42]CC.O>C1COCC1>[CH2:2]([O:4][C:5]1[CH:10]=[CH:9][C:8]([CH2:11][CH2:12]/[CH:13]=[CH:58]/[C@H:55]2[CH2:54][CH2:53][C@H:52]([C:49]3[CH:50]=[CH:51][C:46]([O:45][CH2:41][CH3:42])=[C:47]([F:61])[C:48]=3[F:60])[CH2:57][CH2:56]2)=[C:7]([F:33])[C:6]=1[F:34])[CH3:3] |f:0.1,2.3|. Procedure: Well-dried 3-(4-ethoxy-2,3-difluorophenyl)propyl triphenylphosphonium bromide (s23) (6.6 g) was mixed with THF (100 ml) under an atmosphere of nitrogen, and the solution was cooled to −10° C. Potassium t-butoxide (t-BuOK; 1.4 g) was added in two portions in the temperature range of −10° C. to −5° C. After 60 minutes of stirring at −10° C., the compound (s25) (3.0 g) dissolved in THF (30 ml) was added dropwise in the temperature range of −10 to −5° C. After 30 minutes of stirring at 0° C., the re...